Dataset: the Open Reaction Database (ORD), a public repository of structured organic reaction records. Task: describe an organic reaction: reactants, conditions, products, and yield Starting materials: C(C)(=O)SCC1(CC2=CC=CC=C2CC1)C(=O)NCC(O)C(=O)OCC1=CC=CC=C1 (N-[[1,2,3,4-tetrahydro-2-[(acetylthio)methyl]-2-naphthalenyl]carbonyl]-isoserine, benzyl ester), [NH4+].[OH-] (NH4OH). Run in O1CCCC1 (tetrahydrofuran). Reaction conditions: time 24 hour. The product is SCC1(CC2=CC=CC=C2CC1)C(=O)NCC(O)C(=O)OCC1=CC=CC=C1 (N-[[1,2,3,4-Tetrahydro-2-(mercaptomethyl)-2-naphthalenyl]carbonyl]-isoserine, benzyl ester). RXN SMILES: C([S:4][CH2:5][C:6]1([C:16]([NH:18][CH2:19][CH:20]([C:22]([O:24][CH2:25][C:26]2[CH:31]=[CH:30][CH:29]=[CH:28][CH:27]=2)=[O:23])[OH:21])=[O:17])[CH2:15][CH2:14][C:13]2[C:8](=[CH:9][CH:10]=[CH:11][CH:12]=2)[CH2:7]1)(=O)C.[NH4+].[OH-]>O1CCCC1>[SH:4][CH2:5][C:6]1([C:16]([NH:18][CH2:19][CH:20]([C:22]([O:24][CH2:25][C:26]2[CH:27]=[CH:28][CH:29]=[CH:30][CH:31]=2)=[O:23])[OH:21])=[O:17])[CH2:15][CH2:14][C:13]2[C:8](=[CH:9][CH:10]=[CH:11][CH:12]=2)[CH2:7]1 |f:1.2|. Reported procedure: Dissolve N-[[1,2,3,4-tetrahydro-2-[(acetylthio)methyl]-2-naphthalenyl]carbonyl]-isoserine, benzyl ester (882 mg, 2.00 mmol) in tetrahydrofuran (20 mL) then add NH4OH (1 mL). Stir at ambient temperature under an atmosphere of argon for 24 hours, then concentrate in vacuo. Purify the residue by column chromatography (ethyl acetate:hexane) to give the title compound. Starting materials: C(C)(C)NC(=O)C1=CN(C2=NC=CC=C2C1=O)C1=CC(=CC=C1)C#C[Si](C)(C)C (N-isopropyl-1-[3-(trimethylsilylethynyl)phenyl]- 1,4-dihydro[1,8]naphthyridin-4-one-3-carboxamide), [OH-].[Na+] (sodium hydroxide). Solvent: CO (methanol). Run at time 2 hour. The product is C(C)(C)NC(=O)C1=CN(C2=NC=CC=C2C1=O)C1=CC(=CC=C1)C#C (N-isopropyl-1-(3-ethynylphenyl)-1,4-dihydro[1,8]naphthyridin-4-one-3-carboxamide). RXN SMILES: [CH:1]([NH:4][C:5]([C:7]1[C:16](=[O:17])[C:15]2[C:10](=[N:11][CH:12]=[CH:13][CH:14]=2)[N:9]([C:18]2[CH:23]=[CH:22][CH:21]=[C:20]([C:24]#[C:25][Si](C)(C)C)[CH:19]=2)[CH:8]=1)=[O:6])([CH3:3])[CH3:2].[OH-].[Na+]>CO>[CH:1]([NH:4][C:5]([C:7]1[C:16](=[O:17])[C:15]2[C:10](=[N:11][CH:12]=[CH:13][CH:14]=2)[N:9]([C:18]2[CH:23]=[CH:22][CH:21]=[C:20]([C:24]#[CH:25])[CH:19]=2)[CH:8]=1)=[O:6])([CH3:3])[CH3:2] |f:1.2|. Reported procedure: The crude product from Step 1 was dissolved in methanol (12 mL/mmol) and 1N aqueous sodium hydroxide was added (3 eq), resulting in a suspension. The suspension mixture was stirred at room temperature for 2 hours and the methanol was evaporated. The resulting aqueous suspension was diluted with water and the product was extracted out with ethyl acetate. The crude product was chromatographed on silica gel eluting with 10% ether in methylene chloride to afford the N-isopropyl-1-(3-ethynylphenyl)-1... Starting materials: CN(Cc1ccc(C(F)(F)F)c(F)c1)C1CN(Cc2ccccc2)CC1c1ccc(Cl)c(Cl)c1, CC#N, O=C(Cl)OCC(Cl)(Cl)Cl. Product: CN(Cc1ccc(C(F)(F)F)c(F)c1)C1CNCC1c1ccc(Cl)c(Cl)c1. RXN SMILES: [CH2:1]([c:2]1[cH:3][cH:4][cH:5][cH:6][cH:7]1)[N:8]1[CH2:9][CH:10]([N:21]([CH3:22])[CH2:23][c:24]2[cH:25][c:26]([F:34])[c:27]([C:30]([F:31])([F:32])[F:33])[cH:28][cH:29]2)[CH:11]([c:13]2[cH:14][c:15]([Cl:20])[c:16]([Cl:19])[cH:17][cH:18]2)[CH2:12]1.[CH3:44][C:45]#[N:46].[Cl:35][C:36]([O:37][CH2:38][C:39]([Cl:40])([Cl:41])[Cl:42])=[O:43]>>[NH:8]1[CH2:9][CH:10]([N:21]([CH3:22])[CH2:23][c:24]2[cH:25][c:26]([F:34])[c:27]([C:30]([F:31])([F:32])[F:33])[cH:28][cH:29]2)[CH:11]([c:13]2[cH:14][c:15]([Cl:20])[c:16]([Cl:19])[cH:17][cH:18]2)[CH2:12]1.